From a dataset of the Open Reaction Database (ORD), a public repository of structured organic reaction records. describe an organic reaction: reactants, conditions, products, and yield Reactants: BrCC1=CC=C(S1)C(=O)O (5-bromomethylthiophene-2-carboxylic acid), C1(=CC=CC=C1)P(C1=CC=CC=C1)C1=CC=CC=C1 (triphenylphosphine). Solvent: C(C)#N (acetonitrile). Yields the product [Br-].C(=O)(O)C=1SC(=CC1)C[P+](C1=CC=CC=C1)(C1=CC=CC=C1)C1=CC=CC=C1 ((2-carboxythiophen-5-yl-methyl)triphenylphosphonium bromide). As a reaction SMILES: [Br:1][CH2:2][C:3]1[S:7][C:6]([C:8]([OH:10])=[O:9])=[CH:5][CH:4]=1.[C:11]1([P:17]([C:24]2[CH:29]=[CH:28][CH:27]=[CH:26][CH:25]=2)[C:18]2[CH:23]=[CH:22][CH:21]=[CH:20][CH:19]=2)[CH:16]=[CH:15][CH:14]=[CH:13][CH:12]=1>C(#N)C>[Br-:1].[C:8]([C:6]1[S:7][C:3]([CH2:2][P+:17]([C:18]2[CH:19]=[CH:20][CH:21]=[CH:22][CH:23]=2)([C:24]2[CH:29]=[CH:28][CH:27]=[CH:26][CH:25]=2)[C:11]2[CH:12]=[CH:13][CH:14]=[CH:15][CH:16]=2)=[CH:4][CH:5]=1)([OH:10])=[O:9] |f:3.4|. Reported procedure: A mixture of 2.54 g. (11.5 mmoles) of 5-bromomethylthiophene-2-carboxylic acid and 3.02 g. of triphenylphosphine in 50 ml. of acetonitrile was heated at reflux for 1.5 hours then was cooled. The resultant precipitate was collected by filtration and was recrystallized from ethanol:hexane to provide the (2-carboxythiophen-5-yl-methyl)triphenylphosphonium bromide weighing 3.16 g. and melting at 273°. Reactants: BrC=1C=CC(=C(C(=O)NC=2C=NC=CC2)C1)OCC1=CC=CC=C1 (5-Bromo-2-[(phenylmethyl)oxy]-N-3-Pyridinylbenzamide), N1=CC=C(C=C1)B(O)O (4-pyridinylboronic acid), C([O-])([O-])=O.[Na+].[Na+] (sodium carbonate). Reagents/catalysts: C=1C=CC(=CC1)[P](C=2C=CC=CC2)(C=3C=CC=CC3)[Pd]([P](C=4C=CC=CC4)(C=5C=CC=CC5)C=6C=CC=CC6)([P](C=7C=CC=CC7)(C=8C=CC=CC8)C=9C=CC=CC9)[P](C=1C=CC=CC1)(C=1C=CC=CC1)C=1C=CC=CC1 (tetrakis(triphenylphosphine)palladium(0)). Solvent: O1CCOCC1 (1,4-dioxane). Reaction conditions: temperature 100 celsius. Yields the product C1(=CC=CC=C1)COC1=C(C(=O)NC=2C=NC=CC2)C=C(C=C1)C1=CC=NC=C1 (2-[(Phenylmethyl)oxy]-N-3-pyridinyl-5-(4-pyridinyl)benzamide). Reaction SMILES: Br[C:2]1[CH:3]=[CH:4][C:5]([O:17][CH2:18][C:19]2[CH:24]=[CH:23][CH:22]=[CH:21][CH:20]=2)=[C:6]([CH:16]=1)[C:7]([NH:9][C:10]1[CH:11]=[N:12][CH:13]=[CH:14][CH:15]=1)=[O:8].[N:25]1[CH:30]=[CH:29][C:28](B(O)O)=[CH:27][CH:26]=1.C(=O)([O-])[O-].[Na+].[Na+]>C1C=CC([P]([Pd]([P](C2C=CC=CC=2)(C2C=CC=CC=2)C2C=CC=CC=2)([P](C2C=CC=CC=2)(C2C=CC=CC=2)C2C=CC=CC=2)[P](C2C=CC=CC=2)(C2C=CC=CC=2)C2C=CC=CC=2)(C2C=CC=CC=2)C2C=CC=CC=2)=CC=1.O1CCOCC1>[C:19]1([CH2:18][O:17][C:5]2[CH:4]=[CH:3][C:2]([C:28]3[CH:29]=[CH:30][N:25]=[CH:26][CH:27]=3)=[CH:16][C:6]=2[C:7]([NH:9][C:10]2[CH:11]=[N:12][CH:13]=[CH:14][CH:15]=2)=[O:8])[CH:24]=[CH:23][CH:22]=[CH:21][CH:20]=1 |f:2.3.4,^1:43,45,64,83|. Reported procedure: To a microwave vial was added 5-bromo-2-[(phenylmethyl)oxy]-N-3-pyridinylbenzamide (may be prepared as described in example 2; 200 mg, 0.52 mmol), 1,4-dioxane (2 ml), 4-pyridinylboronic acid (64.1 mg, 0.52 mmol), 1M sodium carbonate (1.04 mL, 1.04 mmol) and tetrakis(triphenylphosphine)palladium(0) (36.2 mg, 0.03 mmol). The vial was sealed and heated to 100° C. for 30 min under microwave conditions. The mixture was evaporated under reduced pressure and the residue was purified using MDAP to yield... The reactants are COC(C(CC1=CC(=CC=C1)OCC(=O)O)OC)=O (3-(3-carboxymethoxy-phenyl)-2-methoxy-propionic acid methyl ester), O(C1=CC=CC=C1)C1=CC=C(C=C1)N (4-phenoxy-phenylamine), C(C)O[C@H](C(=O)O)CC1=CC=C(C=C1)O[C@H](C)C(NCCC1=CC=C(C=C1)OC1=CC=CC=C1)=O ((2S,1R)-2-ethoxy-3-(4-{1-[2-(4-phenoxy-phenyl)-ethylcarbamoyl]-ethoxy}-phenyl)-propionic acid). Yields the product COC(C(=O)O)CC1=CC(=CC=C1)OCC(NC1=CC=C(C=C1)OC1=CC=CC=C1)=O (2-methoxy-3-{3-[(4-phenoxy-phenylcarbamoyl)-methoxy]-phenyl}-propionic acid). As a reaction SMILES: C[O:2][C:3](=[O:19])[CH:4]([O:17][CH3:18])[CH2:5][C:6]1[CH:11]=[CH:10][CH:9]=[C:8]([O:12][CH2:13][C:14]([OH:16])=O)[CH:7]=1.[O:20]([C:27]1[CH:32]=[CH:31][C:30]([NH2:33])=[CH:29][CH:28]=1)[C:21]1[CH:26]=[CH:25][CH:24]=[CH:23][CH:22]=1.C(O[C@@H](CC1C=CC(O[C@@H](C(=O)NCCC2C=CC(OC3C=CC=CC=3)=CC=2)C)=CC=1)C(O)=O)C>>[CH3:18][O:17][CH:4]([CH2:5][C:6]1[CH:11]=[CH:10][CH:9]=[C:8]([O:12][CH2:13][C:14](=[O:16])[NH:33][C:30]2[CH:29]=[CH:28][C:27]([O:20][C:21]3[CH:26]=[CH:25][CH:24]=[CH:23][CH:22]=3)=[CH:32][CH:31]=2)[CH:7]=1)[C:3]([OH:2])=[O:19]. Reported procedure: The title compound was prepared from 3-(3-carboxymethoxy-phenyl)-2-methoxy-propionic acid methyl ester (PREPARATION 4, step 2) and 4-phenoxy-phenylamine via the same procedure used for the preparation of (2S,1R)-2-ethoxy-3-(4-{1-[2-(4-phenoxy-phenyl)-ethylcarbamoyl]-ethoxy}-phenyl)-propionic acid (Example 1, step 3) to produce a colorless oil. MS (ES) for C24H23NO6 [M+H]+: 322. Reactants: N[C@H]1CC[C@H](CC1)NC(=O)C1=CNC2=C1N=CN=C2C2=C(C=CC(=C2)OC)OCC2CC2 (cis-4-(2-cyclopropylmethoxy-5-methoxy-phenyl)-5H-pyrrolo[3,2-d]pyrimidine-7-carboxylic acid (4-amino-cyclohexyl)-amide), ClC(=O)COC(C)=O (acetic acid chlorocarbonyl-methyl ester). Product: OCC(=O)N[C@H]1CC[C@H](CC1)NC(=O)C1=CNC2=C1N=CN=C2C2=C(C=CC(=C2)OC)OCC2CC2 (cis-4-(2-Cyclopropylmethoxy-5-methoxy-phenyl)-5H-pyrrolo[3,2-d]pyrimidine-7-carboxylic acid [4-(2-hydroxy-acetylamino)-cyclohexyl]-amide). RXN SMILES: [NH2:1][C@@H:2]1[CH2:7][CH2:6][C@H:5]([NH:8][C:9]([C:11]2[C:15]3[N:16]=[CH:17][N:18]=[C:19]([C:20]4[CH:25]=[C:24]([O:26][CH3:27])[CH:23]=[CH:22][C:21]=4[O:28][CH2:29][CH:30]4[CH2:32][CH2:31]4)[C:14]=3[NH:13][CH:12]=2)=[O:10])[CH2:4][CH2:3]1.Cl[C:34]([CH2:36][O:37]C(=O)C)=[O:35]>>[OH:37][CH2:36][C:34]([NH:1][C@@H:2]1[CH2:7][CH2:6][C@H:5]([NH:8][C:9]([C:11]2[C:15]3[N:16]=[CH:17][N:18]=[C:19]([C:20]4[CH:25]=[C:24]([O:26][CH3:27])[CH:23]=[CH:22][C:21]=4[O:28][CH2:29][CH:30]4[CH2:31][CH2:32]4)[C:14]=3[NH:13][CH:12]=2)=[O:10])[CH2:4][CH2:3]1)=[O:35]. Reported procedure: Starting from cis-4-(2-cyclopropylmethoxy-5-methoxy-phenyl)-5H-pyrrolo[3,2-d]pyrimidine-7-carboxylic acid (4-amino-cyclohexyl)-amide (example A154) and acetic acid chlorocarbonyl-methyl ester the title compound is obtained as colorless solid. The reactants are BrC1=CC(=CC2=C1OCCO2)C=O (8-bromo-2,3-dihydro-1,4-benzodioxin-6-carbaldehyde), Me Sn, PdCL2(PPh)2, CN(C)C=O (DMF). The solvent is [F-].[K+] (KF). Run at temperature 70 celsius. Product: CC1=CC(=CC2=C1OCCO2)C=O (8-methyl-2,3-dihydro-1,4-benzodioxin-6-carbaldehyde). The yield is 83.0%. RXN SMILES: Br[C:2]1[C:7]2[O:8][CH2:9][CH2:10][O:11][C:6]=2[CH:5]=[C:4]([CH:12]=[O:13])[CH:3]=1.[CH3:14]N(C=O)C>[F-].[K+]>[CH3:14][C:2]1[C:7]2[O:8][CH2:9][CH2:10][O:11][C:6]=2[CH:5]=[C:4]([CH:12]=[O:13])[CH:3]=1 |f:2.3|. Procedure: To a solution of 8-bromo-2,3-dihydro-1,4-benzodioxin-6-carbaldehyde (240 mg, 0.987 mmol) in DMF (5 mL) were added LiCL (126 mg, 2.96 mmol), Me Sn (0.137 mL, 0.987 mmol) and PdCL2(PPh)2 (35 mg, 0.049 mmol). After heated at 70° C. for 12 hr, the mixture was cooled down to room temperature and diluted with aqueous KF solution. The resulting solution was extracted several times with DCM. The organic parts were combined, concentrated and purified with column chromatography (silica, 10-40% Ethyl aceta...